This data is from the Open Reaction Database (ORD), a public repository of structured organic reaction records. The task is: describe an organic reaction: reactants, conditions, products, and yield RXN SMILES: [Cl:1][C:2]1[CH:7]=[CH:6][C:5]([OH:8])=[CH:4][N:3]=1.[H-].[Na+].[H][H].S(O[CH2:24][CH2:25][O:26][CH2:27][CH:28]1[CH2:30][CH2:29]1)(C1C=CC(C)=CC=1)(=O)=O>CN(C)C=O.O>[Cl:1][C:2]1[CH:7]=[CH:6][C:5]([O:8][CH2:24][CH2:25][O:26][CH2:27][CH:28]2[CH2:30][CH2:29]2)=[CH:4][N:3]=1 |f:1.2|. Yields the product ClC1=NC=C(C=C1)OCCOCC1CC1 (2-Chloro-5-(2-cyclopropylmethoxy-ethoxy)pyridine). Reported procedure: A solution of 12.9 g (0.1 mol) of 2-chloro-5-hydroxypyridine in 50 cc of dry dimethylformamide is added to a suspension of 4.8 g (0.1 mol) of sodium hydride (a 50% dispersion in mineral oil) in 200 cc of dimethylformamide. When the evolution of hydrogen has ceased, a solution of 27 g (0.1 mol) of 2-cyclopropylmethoxy-ethanol tosylate in 50 cc of dimethylformamide is added and the mixture is heated at 50°-60° C. for 5 hours. It is then cooled and poured into water; extraction is carried out with ... The reactants are ClC1=NC=C(C=C1)O (2-chloro-5-hydroxypyridine), [H-].[Na+] (sodium hydride), S(=O)(=O)(C1=CC=C(C)C=C1)OCCOCC1CC1 (2-cyclopropylmethoxy-ethanol tosylate), [H][H] (hydrogen). Solvent: O (water), CN(C=O)C (dimethylformamide), CN(C=O)C (dimethylformamide), CN(C=O)C (dimethylformamide).